From a dataset of the Open Reaction Database (ORD), a public repository of structured organic reaction records. describe an organic reaction: reactants, conditions, products, and yield As a reaction SMILES: [BH4-:31].[CH3:34][CH2:35][OH:36].[F:1][c:2]1[cH:3][cH:4][c:5]([N:8]2[CH2:9][CH2:10][N:11]([CH2:14][CH2:15][CH2:16][N:17]3[S:18](=[O:29])(=[O:30])[c:19]4[c:20]([cH:25][n:26]([CH3:28])[cH:27]4)[C:21](=[O:24])[CH2:22][CH2:23]3)[CH2:12][CH2:13]2)[cH:6][cH:7]1.[Na+:32].[OH2:33]>>[F:1][c:2]1[cH:3][cH:4][c:5]([N:8]2[CH2:9][CH2:10][N:11]([CH2:14][CH2:15][CH2:16][N:17]3[S:18](=[O:29])(=[O:30])[c:19]4[c:20]([cH:25][n:26]([CH3:28])[cH:27]4)[CH:21]([OH:24])[CH2:22][CH2:23]3)[CH2:12][CH2:13]2)[cH:6][cH:7]1. Product: Cn1cc2c(c1)S(=O)(=O)N(CCCN1CCN(c3ccc(F)cc3)CC1)CCC2O. Reactants: [BH4-], CCO, Cn1cc2c(c1)S(=O)(=O)N(CCCN1CCN(c3ccc(F)cc3)CC1)CCC2=O, [Na+], O. Starting materials: COC1=CC(=C(C=C1)C(C)=O)OCC=C(C)C (4′-methoxy-2′-(3-methyl-2-butenyl)oxyacetophenone), Cl (hydrochloric acid), C(C)(C)(C)OC (t-butylmethyl ether), COC1=CC(=C(C=C1)C(C)=O)OCC=C(C)C (4′-methoxy-2′-(3-methyl-2-butenyl)oxyacetophenone), C(C)N(C1=CC=CC=C1)CC (N,N-diethylaniline). Product: OC1=C(C=C(C(=C1)OC)CC=C(C)C)C(C)=O (2′-Hydroxy-4′-methoxy-5′-(3-methyl-2-butenyl)acetophenone). Reaction SMILES: [CH3:1][O:2][C:3]1[CH:8]=[CH:7][C:6]([C:9](=[O:11])[CH3:10])=[C:5]([O:12]CC=C(C)C)[CH:4]=1.Cl.[C:19](OC)([CH3:22])([CH3:21])[CH3:20].[CH2:25](N(CC)C1C=CC=CC=1)C>>[OH:12][C:5]1[CH:4]=[C:3]([O:2][CH3:1])[C:8]([CH2:25][CH:20]=[C:19]([CH3:22])[CH3:21])=[CH:7][C:6]=1[C:9](=[O:11])[CH3:10]. Procedure details: 49.2 g of 4′-methoxy-2′-(3-methyl-2-butenyl)oxyacetophenone was dissolved in 100 ml of N,N-diethylaniline. The reaction solution was heated to reflux under nitrogen atmosphere. 3 hours later, the reaction solution was stood to cool, and then, 5 N hydrochloric acid (300 ml) and t-butylmethyl ether (1,000 ml) were added thereto, so as to separate an organic layer. The obtained organic layer was washed with 5 N hydrochloric acid (300 ml×2) and a saturated sodium chloride solution (500 ml), and then... Starting materials: C(C)(C)(C)OC(=O)NCC=1C=C(C=CC1)NC(=S)N (N-(3-(t-butoxycarbonylaminomethyl)phenyl)thiourea), C(CC)=O (propionaldehyde), C(Cl)(Cl)Cl (chloroform), BrBr (bromine). Solvent: C(C)N(CC)CC (triethylamine), CC(=O)C (acetone), O1CCOCC1 (1,4-dioxane). Conditions: time 30 minute. Product: C(C)(C)(C)OC(=O)NCC=1C=C(C=CC1)NC=1SC(=CN1)C (2-(3-(t-butoxycarbonylaminomethyl)phenylamino)-5-methylthiazole). Isolated yield 27.0%. Reaction SMILES: [CH:1](=O)[CH2:2][CH3:3].C(Cl)(Cl)Cl.BrBr.[C:11]([O:15][C:16]([NH:18][CH2:19][C:20]1[CH:21]=[C:22]([NH:26][C:27]([NH2:29])=[S:28])[CH:23]=[CH:24][CH:25]=1)=[O:17])([CH3:14])([CH3:13])[CH3:12]>C(N(CC)CC)C.CC(C)=O.O1CCOCC1>[C:11]([O:15][C:16]([NH:18][CH2:19][C:20]1[CH:21]=[C:22]([NH:26][C:27]2[S:28][C:2]([CH3:3])=[CH:1][N:29]=2)[CH:23]=[CH:24][CH:25]=1)=[O:17])([CH3:14])([CH3:12])[CH3:13]. Reported procedure: To a mixture of propionaldehyde (72 μl), chloroform (1 ml) and 1,4-dioxane (1 ml), bromine (52 μl) was added. The reaction mixture was stirred at room temperature for 30 min and then N-(3-(t-butoxycarbonylaminomethyl)phenyl)thiourea (262 mg), acetone (2 ml) and triethylamine (0.14 ml) were added. The reaction mixture was heated under reflux for 3.5 h and concentrated under reduced pressure. To the resulting residue, water was added and the resulting mixture was subjected to extraction with ethyl... Reactants: BrCC1CCCCCC1, CCCCO, CC(C)(C)[O-], [K+], c1c[nH]cn1. Product: c1cn(CC2CCCCCC2)cn1. Reaction SMILES: [Br:1][CH2:2][CH:3]1[CH2:4][CH2:5][CH2:6][CH2:7][CH2:8][CH2:9]1.[CH2:21]([OH:22])[CH2:23][CH2:24][CH3:25].[CH3:10][C:11]([CH3:12])([O-:13])[CH3:14].[K+:15].[nH:16]1[cH:17][n:18][cH:19][cH:20]1>>[CH2:2]([CH:3]1[CH2:4][CH2:5][CH2:6][CH2:7][CH2:8][CH2:9]1)[n:16]1[cH:17][n:18][cH:19][cH:20]1.